Dataset: the Open Reaction Database (ORD), a public repository of structured organic reaction records. Task: describe an organic reaction: reactants, conditions, products, and yield Reactants: BrC1=CC(=C(C=N1)CO)I ((6-bromo-4-iodopyridin-3-yl)methanol), [Cr](=O)(=O)([O-])O[Cr](=O)(=O)[O-].[NH+]1=CC=CC=C1.[NH+]1=CC=CC=C1 (pyridinium dichromate). The solvent is C(Cl)Cl (methylene chloride), C(Cl)Cl (methylene chloride). Run at time 4 hour. The product is BrC1=NC=C(C=O)C(=C1)I (6-bromo-4-iodonicotinaldehyde). The yield is 57.7%. Reaction SMILES: [Br:1][C:2]1[N:7]=[CH:6][C:5]([CH2:8][OH:9])=[C:4]([I:10])[CH:3]=1.[Cr](O[Cr]([O-])(=O)=O)([O-])(=O)=O.[NH+]1C=CC=CC=1.[NH+]1C=CC=CC=1>C(Cl)Cl>[Br:1][C:2]1[CH:3]=[C:4]([I:10])[C:5]([CH:8]=[O:9])=[CH:6][N:7]=1 |f:1.2.3|. Reported procedure: A mixture of (6-bromo-4-iodopyridin-3-yl)methanol (300 mg, 1.0 mmol) and pyridinium dichromate (720 mg, 1.9 mmol) in methylene chloride (4 mL) was stirred at room temperature for 4 hours. The reaction mixture was diluted with methylene chloride (20 mL), filtered over Celite, and evaporated in vacuo to afford a residue that was purified by flash chromatography (silica, 4 g, ISCO, 0-40% ethyl acetate in heptane) to afford the title compound as a white solid (180 mg, 60%), which was used in the nex... The solvent is O1CCCC1 (tetrahydrofuran). Reported procedure: First, 0.62 g of sodium ethoxide, 1.5 g of diethyl malonate, and 50 ml of dry ethanol were placed in a 100 ml flask whose content was replaced with argon. Then, 20 ml of tetrahydrofuran solution in which 4 g of 2,3-difluoro-4'-(11-bromoundecyl)oxybiphenyl was dissolved was added dropwise to the reaction mixture, and the resultant reaction mixture was stirred under reflux for 8 hours. The reaction mixture was poured into diluted hydrochloric acid, and an organic layer was extracted with ether. Th... Yields the product FC1=C(C=CC=C1F)C1=CC=C(C=C1)OCCCCCCCCCCCC(C(=O)OCC)C(=O)OCC (2,3-difluoro-4'-[12,12-bis(ethoxycarbonyl)dodecyl]oxybiphenyl). RXN SMILES: [O-]CC.[Na+].[C:5]([O:13][CH2:14][CH3:15])(=[O:12])[CH2:6][C:7]([O:9][CH2:10][CH3:11])=[O:8].C(O)C.Cl.[F:20][C:21]1[C:26]([F:27])=[CH:25][CH:24]=[CH:23][C:22]=1[C:28]1[CH:33]=[CH:32][C:31]([O:34][CH2:35][CH2:36][CH2:37][CH2:38][CH2:39][CH2:40][CH2:41][CH2:42][CH2:43][CH2:44][CH2:45]Br)=[CH:30][CH:29]=1>O1CCCC1>[F:20][C:21]1[C:26]([F:27])=[CH:25][CH:24]=[CH:23][C:22]=1[C:28]1[CH:33]=[CH:32][C:31]([O:34][CH2:35][CH2:36][CH2:37][CH2:38][CH2:39][CH2:40][CH2:41][CH2:42][CH2:43][CH2:44][CH2:45][CH:6]([C:7]([O:9][CH2:10][CH3:11])=[O:8])[C:5]([O:13][CH2:14][CH3:15])=[O:12])=[CH:30][CH:29]=1 |f:0.1|. Yield: 84.7%. Reactants: [O-]CC.[Na+] (sodium ethoxide), C(CC(=O)OCC)(=O)OCC (diethyl malonate), C(C)O (ethanol), Cl (hydrochloric acid), FC1=C(C=CC=C1F)C1=CC=C(C=C1)OCCCCCCCCCCCBr (2,3-difluoro-4'-(11-bromoundecyl)oxybiphenyl). Starting materials: O[C@H]1CC[C@]2([C@@H](C(OC=3[C@H]4[C@](CCC23)([C@H](CC4)[C@@H](CO)C)C)=O)C1)C ((1R,3aR,5aS,7S,9aS,11aR)-7-Hydroxy-1-[(S)-1-hydroxypropan-2-yl]-9a,11a-dimethyl-1,2,3,3a,5a,6,7,8,9,9a,11,11a-dodecahydrobenzo[c]cyclopenta[h]chromen-5(10H)-one). Reagents/catalysts: [Ag]=O (silver oxide). The solvent is C(C=C)Br (allylbromide). Run at time 14 hour. Product: C(C=C)OC[C@@H](C)[C@H]1CC[C@@H]2[C@@]1(CCC=1[C@@]3([C@@H](C(OC21)=O)C[C@H](CC3)OCOC)C)C ((1R,3aR,5aS,7S,9aS,11aR)-1-[(S)-1-Allyloxypropan-2-yl]-7-methoxymethoxy-9a,11a-dimethyl-1,2,3,3a,5a,6,7,8,9,9a,11,11a-dodecahydrobenzo[c]cyclopenta[h]chromen-5(10H)-one). Isolated yield 40.2%. As a reaction SMILES: [OH:1][C@@H:2]1[CH2:24][C@@H:6]2[C:7](=[O:23])[O:8][C:9]3[C@@H:10]4[CH2:17][CH2:16][C@H:15]([C@H:18]([CH3:21])[CH2:19][OH:20])[C@@:11]4([CH3:22])[CH2:12][CH2:13][C:14]=3[C@@:5]2([CH3:25])[CH2:4][CH2:3]1>C(Br)C=C.[Ag]=O>[CH2:24]([O:20][CH2:19][C@H:18]([C@@H:15]1[C@@:11]2([CH3:22])[CH2:12][CH2:13][C:14]3[C@@:5]4([CH3:25])[CH2:4][CH2:3][C@H:2]([O:1][CH2:7][O:8][CH3:9])[CH2:24][C@@H:6]4[C:7](=[O:23])[O:8][C:9]=3[C@@H:10]2[CH2:17][CH2:16]1)[CH3:21])[CH:2]=[CH2:3]. Procedure: Compound 95 (16.7 mg, 0.0425 mmol) obtained in Example 67 was dissolved in allylbromide (2 mL), and silver oxide (986 mg, 4.25 mmol) was added thereto, followed by stirring under light shading at room temperature for 14 hours. Silver oxide was separated by filtration, the filtrate was concentrated, and the residue was purified by silica gel column chromatography (33% ethyl acetate/n-hexane) to obtain the title compound (3.7 mg, 21%). The reactants are C(=O)(O)[O-].[Na+] (NaHCO3), BrC1=CC=C(C=N1)C=O (6-bromopyridine-3-carbaldehyde), C1(=CC=C(C=C1)S(=O)(=O)O)C (p-toluenesulfonic acid), C(OC)(OC)OC (trimethyl orthoformate). The solvent is CO (MeOH). The product is BrC1=NC=C(C=C1)C(OC)OC (2-bromo-5-dimethoxymethyl-pyridine). Isolated yield 95.6%. Reaction SMILES: [Br:1][C:2]1[N:7]=[CH:6][C:5](C=O)=[CH:4][CH:3]=1.C1(C)C=CC(S(O)(=O)=O)=CC=1.[CH:21](OC)([O:24][CH3:25])[O:22][CH3:23].C([O-])(O)=O.[Na+]>CO>[Br:1][C:2]1[CH:3]=[CH:4][C:5]([CH:21]([O:24][CH3:25])[O:22][CH3:23])=[CH:6][N:7]=1 |f:3.4|. Procedure: A solution of 6-bromopyridine-3-carbaldehyde (3.07 g, 16.5 mmol), p-toluenesulfonic acid (386 mg, 2.02 mmol) and trimethyl orthoformate (1.97 ml, 18 mmol) in MeOH (80 ml) was stirred at room temperature for 48 hours. The mixture was then brought to basic conditions with a 5% NaHCO3 solution and extracted twice with diethyl ether. The pooled organic phases were dried over Na2SO4 and evaporated to dryness to give 3.66 g of 2-bromo-5-dimethoxymethyl-pyridine as a pale yellow oil. The reactants are C(C)(C)N1N=C(C=C1)CO ((1-Isopropyl-1H-pyrazol-3-yl)methanol), O=S(Cl)Cl (SOCl2). The solvent is ClCCl (dichloromethane). Conditions: time 8 hour. Product: Cl.ClCC1=NN(C=C1)C(C)C (3-(chloromethyl)-1-isopropyl-1H-pyrazole Hydrochloride). RXN SMILES: [CH:1]([N:4]1[CH:8]=[CH:7][C:6]([CH2:9]O)=[N:5]1)([CH3:3])[CH3:2].O=S(Cl)[Cl:13]>ClCCl>[ClH:13].[Cl:13][CH2:9][C:6]1[CH:7]=[CH:8][N:4]([CH:1]([CH3:3])[CH3:2])[N:5]=1 |f:3.4|. Procedure details: (1-Isopropyl-1H-pyrazol-3-yl)methanol was dissolved into dichloromethane and SOCl2 (2 equivalents) was added. The resulting mixture was allowed to stir overnight, then concentrated under vacuum to yield the desired compound (quantitative yield). Reactants: C(C)N(C(C)C)C(C)C (N-ethyldiisopropylamine), C(C=C)Br (allyl bromide), NCC1=NC(=NO1)C=1N=CN2C1[C@H]1N(C(C3=C2C=CC(=C3OC)F)=O)CC1 ((S)-1-(5-aminomethyl-1,2,4-oxadiazol-3-yl)-7-fluoro-8-methoxy-12,12a-dihydro-9H,11H-azeto[2,1-c]imidazo[1,5-a][1,4]benzodiazepin-9-one). Solvent: C(Cl)Cl (methylene chloride), C(Cl)Cl (methylene chloride). Run at time 20 hour. Product: C(C=C)N(CC=C)CC1=NC(=NO1)C=1N=CN2C1[C@H]1N(C(C3=C2C=CC(=C3OC)F)=O)CC1 ((S)-1-(5-diallylaminomethyl-1,2,4-oxadiazol-3-yl)-7-fluoro-8-methoxy-12,12a-dihydro-9H,11H-azeto[2,1-c]imidazo[1,5-a][1,4]benzodiazepin-9-one). Isolated yield 79.1%. As a reaction SMILES: C(N(C(C)C)[CH:4]([CH3:6])[CH3:5])C.[CH2:10](Br)[CH:11]=[CH2:12].[NH2:14][CH2:15][C:16]1[O:20][N:19]=[C:18]([C:21]2[N:22]=[CH:23][N:24]3[C:30]4[CH:31]=[CH:32][C:33]([F:37])=[C:34]([O:35][CH3:36])[C:29]=4[C:28](=[O:38])[N:27]4[CH2:39][CH2:40][C@H:26]4[C:25]=23)[N:17]=1>C(Cl)Cl>[CH2:10]([N:14]([CH2:15][C:16]1[O:20][N:19]=[C:18]([C:21]2[N:22]=[CH:23][N:24]3[C:30]4[CH:31]=[CH:32][C:33]([F:37])=[C:34]([O:35][CH3:36])[C:29]=4[C:28](=[O:38])[N:27]4[CH2:39][CH2:40][C@H:26]4[C:25]=23)[N:17]=1)[CH2:6][CH:4]=[CH2:5])[CH:11]=[CH2:12]. Procedure details: 5.1ml (29.8 mmol) of N-ethyldiisopropylamine and 1.46 ml (17.34 mmol) of allyl bromide were added to a solution of 800 mg (2.16 mmol) of (S)-1-(5-aminomethyl-1,2,4-oxadiazol-3-yl)-7-fluoro-8-methoxy-12,12a-dihydro-9H,11H-azeto[2,1-c]imidazo[1,5-a][1,4]benzodiazepin-9-one in 12 ml of methylene chloride. The reaction solution was stirred at room temperature for 20 hours, subsequently diluted with methylene chloride and washed three times with water. The organic phases were dried over magnesium sul... Starting materials: IC1=C(C=C(C=C1)OC)[N+](=O)[O-] (4-iodo-3-nitroanisole), FeCl3, O.NN (hydrazine hydrate). Run in CO (methanol). Product: IC1=C(C=C(C=C1)OC)N (2-Iodo-5-methoxy-phenylamine). Isolated yield 90.8%. RXN SMILES: [I:1][C:2]1[CH:7]=[CH:6][C:5]([O:8][CH3:9])=[CH:4][C:3]=1[N+:10]([O-])=O.O.NN>CO>[I:1][C:2]1[CH:7]=[CH:6][C:5]([O:8][CH3:9])=[CH:4][C:3]=1[NH2:10] |f:1.2|. Reported procedure: To a solution of 4-iodo-3-nitroanisole (5 g, 17.9 mmole) in 100 ml methanol was added FeCl3 (50 mg, 0.3 mmole) and activated carbon (40 mg). The mixture was heated to reflux and hydrazine hydrate (1.75 g, 35 mmole) was added dropwise. The mixture was refluxed for an additional 8 hours and cooled to room temperature, filtered through Celite. The filtrate was concentrated and purified by column chromatography (eluting with 10% EtOAc in hexanes) to give 4.05 g product as pale yellow oil (91% yield)...